This data is from the Open Reaction Database (ORD), a public repository of structured organic reaction records. The task is: describe an organic reaction: reactants, conditions, products, and yield Reactants: C, CCOC(=O)CCN1CCc2ccc([N+](=O)[O-])cc2C1, CCO, [Pd]. The product is CCOC(=O)CCN1CCc2ccc(N)cc2C1. As a reaction SMILES: [C:24].[CH2:1]([CH3:2])[O:3][C:4](=[O:5])[CH2:6][CH2:7][N:8]1[CH2:9][c:10]2[cH:11][c:12]([N+:18]([O-:19])=[O:20])[cH:13][cH:14][c:15]2[CH2:16][CH2:17]1.[CH3:21][CH2:22][OH:23].[Pd:25]>>[CH2:1]([CH3:2])[O:3][C:4](=[O:5])[CH2:6][CH2:7][N:8]1[CH2:9][c:10]2[cH:11][c:12]([NH2:18])[cH:13][cH:14][c:15]2[CH2:16][CH2:17]1. Reactants: [Br-].[Na+] (sodium bromide), Br(=O)(=O)[O-].[Na+] (sodium bromate), ClCCCC(=O)C1=CC=C(C=C1)C(C)C (4-chloro-1-(4-isopropyl-phenyl)-butan-1-one). Reagents/catalysts: S(=O)(=O)([O-])S(=O)(=O)[O-].[Na+].[Na+] (sodium dithionate). The solvent is O (water), C(Cl)Cl (methylene chloride). Run at temperature 10 celsius. Product: BrC(C)(C)C1=CC=C(C=C1)C(CCCCl)=O (1-[4-(1-Bromo-1-methyl-ethyl)-phenyl]-4-chloro-butan-1-one). Yield: 281.5%. Reaction SMILES: [Cl:1][CH2:2][CH2:3][CH2:4][C:5]([C:7]1[CH:12]=[CH:11][C:10]([CH:13]([CH3:15])[CH3:14])=[CH:9][CH:8]=1)=[O:6].[Br:16]([O-])(=O)=O.[Na+].[Br-].[Na+]>C(Cl)Cl.O.S(S([O-])(=O)=O)([O-])(=O)=O.[Na+].[Na+]>[Br:16][C:13]([C:10]1[CH:9]=[CH:8][C:7]([C:5](=[O:6])[CH2:4][CH2:3][CH2:2][Cl:1])=[CH:12][CH:11]=1)([CH3:15])[CH3:14] |f:1.2,3.4,7.8.9|. Reported procedure: Dissolve 4-chloro-1-(4-isopropyl-phenyl)-butan-1-one (74.7 g, 333 mmol) in methylene chloride (250 mL) and add sodium bromate (17.6 g, 117 mmol) in water (75 mL) in a three-necked Morton flask equipped with an overhead stirrer. Cool the solution to 10° C. and irradiate with two 150 W incandescent flood lamps. Add, by dropwise addition, a solution of sodium bromide (24 g, 233 mmol) and stir for 2 hours. Illuminate for another 30 minutes, add sodium dithionate (2.0 g), separate the organic phase, ... Procedure: 14.7 g of 4-methoxy-3-[2-(tetrahydro-2-pyranyloxy)ethoxy]styrene oxide was dissolved in 770 ml of ethanol, and 55 g of 4-phenyl-2-butylamine was added. The mixture was stirred at 90° C. for 40 minutes. After the reaction, the reaction mixture was concentrated under reduced pressure, and the residue was chromatographed on a silica gel column to afford 7.73 g (yield 34.9%) of 1-[4-methoxy-3-[2-(tetrahydro-2-pyranyloxy)ethoxy]phenyl]-2-(1-methyl-3-phenylpropyl)aminoethanol. Run at temperature 90 celsius, time 40 minute. The yield is 34.9%. The reactants are COC1=C(C=C(C2CO2)C=C1)OCCOC1OCCCC1 (4-methoxy-3-[2-(tetrahydro-2-pyranyloxy)ethoxy]styrene oxide), C1(=CC=CC=C1)CCC(C)N (4-phenyl-2-butylamine). Yields the product COC1=C(C=C(C=C1)C(CNC(CCC1=CC=CC=C1)C)O)OCCOC1OCCCC1 (1-[4-methoxy-3-[2-(tetrahydro-2-pyranyloxy)ethoxy]phenyl]-2-(1-methyl-3-phenylpropyl)aminoethanol). Run in C(C)O (ethanol). Reaction SMILES: [CH3:1][O:2][C:3]1[CH:11]=[CH:10][C:6]([CH:7]2[O:9][CH2:8]2)=[CH:5][C:4]=1[O:12][CH2:13][CH2:14][O:15][CH:16]1[CH2:21][CH2:20][CH2:19][CH2:18][O:17]1.[C:22]1([CH2:28][CH2:29][CH:30]([NH2:32])[CH3:31])[CH:27]=[CH:26][CH:25]=[CH:24][CH:23]=1>C(O)C>[CH3:1][O:2][C:3]1[CH:11]=[CH:10][C:6]([CH:7]([OH:9])[CH2:8][NH:32][CH:30]([CH3:31])[CH2:29][CH2:28][C:22]2[CH:27]=[CH:26][CH:25]=[CH:24][CH:23]=2)=[CH:5][C:4]=1[O:12][CH2:13][CH2:14][O:15][CH:16]1[CH2:21][CH2:20][CH2:19][CH2:18][O:17]1.